This data is from the Open Reaction Database (ORD), a public repository of structured organic reaction records. The task is: describe an organic reaction: reactants, conditions, products, and yield The reactants are C(C)(C)(C)OC(=O)N1CCC(CC1)CCNC1(C(N(C2=CC=C(C=C12)Cl)S(=O)(=O)C=1C=C2CCN(C2=CC1)C(=O)N(CC)CC)=O)C1=C(C=CC=C1)Cl (3-[[2-(1-tert-Butoxycarbonylpiperid-4-yl)ethyl]amino]-5-chloro-3-(2-chlorophenyl)-1-[[1-(diethylaminocarbonyl)indolin-5-yl]sulfonyl]-1,3-dihydroindol-2-one), C(=O)(C(F)(F)F)O (TFA). Solvent: C(Cl)Cl (DCM). Run at time 15 minute. The product is O.FC(C(=O)O)(F)F.ClC=1C=C2C(C(N(C2=CC1)S(=O)(=O)C=1C=C2CCN(C2=CC1)C(=O)N(CC)CC)=O)(NCCC1CCNCC1)C1=C(C=CC=C1)Cl (5-Chloro-3-(2-chlorophenyl)-1-[[1-(diethylaminocarbonyl)indolin-5-yl]sulfonyl]-1,3-dihydro-3-[[2-(piperid-4-yl)ethyl]amino]indol-2-one trifluoroacetate monohydrate). RXN SMILES: C([O:5]C([N:8]1[CH2:13][CH2:12][CH:11]([CH2:14][CH2:15][NH:16][C:17]2([C:47]3[CH:52]=[CH:51][CH:50]=[CH:49][C:48]=3[Cl:53])[C:25]3[C:20](=[CH:21][CH:22]=[C:23]([Cl:26])[CH:24]=3)[N:19]([S:27]([C:30]3[CH:31]=[C:32]4[C:36](=[CH:37][CH:38]=3)[N:35]([C:39]([N:41]([CH2:44][CH3:45])[CH2:42][CH3:43])=[O:40])[CH2:34][CH2:33]4)(=[O:29])=[O:28])[C:18]2=[O:46])[CH2:10][CH2:9]1)=O)(C)(C)C.[C:54]([OH:60])([C:56]([F:59])([F:58])[F:57])=[O:55]>C(Cl)Cl>[OH2:5].[F:57][C:56]([F:59])([F:58])[C:54]([OH:60])=[O:55].[Cl:26][C:23]1[CH:24]=[C:25]2[C:20](=[CH:21][CH:22]=1)[N:19]([S:27]([C:30]1[CH:31]=[C:32]3[C:36](=[CH:37][CH:38]=1)[N:35]([C:39]([N:41]([CH2:44][CH3:45])[CH2:42][CH3:43])=[O:40])[CH2:34][CH2:33]3)(=[O:29])=[O:28])[C:18](=[O:46])[C:17]2([C:47]1[CH:52]=[CH:51][CH:50]=[CH:49][C:48]=1[Cl:53])[NH:16][CH2:15][CH2:14][CH:11]1[CH2:12][CH2:13][NH:8][CH2:9][CH2:10]1 |f:3.4.5|. Reported procedure: A solution of 1.17 g of the compound obtained in EXAMPLE 222 in 7.5 ml of DCM is cooled to +4° C., 15 ml of TFA are added and the reaction mixture is stirred for 3 hours 15 minutes at +4° C. It is concentrated under vacuum, the residue is taken up with DCM and the solvent is evaporated off under vacuum, this operation being repeated twice. The residue is taken up with AcOEt, the organic phase is washed with water and with a saturated solution of NaCl and dried over sodium sulfate and the solvent...